The task is: describe an organic reaction: reactants, conditions, products, and yield. This data is from the Open Reaction Database (ORD), a public repository of structured organic reaction records. Reactants: O=C1c2ccccc2C(=O)N1CCBr, ClC(Cl)Cl, Fc1ccc2c(N3CCNCC3)n[nH]c2c1, [K+], [K+], O=C([O-])[O-], O. Product: O=C1c2ccccc2C(=O)N1CCN1CCN(c2n[nH]c3cc(F)ccc23)CC1. As a reaction SMILES: [Br:23][CH2:24][CH2:25][N:26]1[C:27](=[O:36])[c:28]2[c:29]([cH:32][cH:33][cH:34][cH:35]2)[C:30]1=[O:31].[CH:37]([Cl:38])([Cl:39])[Cl:40].[F:1][c:2]1[cH:3][cH:4][c:5]2[c:6]([N:11]3[CH2:12][CH2:13][NH:14][CH2:15][CH2:16]3)[n:7][nH:8][c:9]2[cH:10]1.[K+:17].[K+:18].[O-:19][C:20]([O-:21])=[O:22].[OH2:41]>>[F:1][c:2]1[cH:3][cH:4][c:5]2[c:6]([N:11]3[CH2:12][CH2:13][N:14]([CH2:24][CH2:25][N:26]4[C:27](=[O:36])[c:28]5[c:29]([cH:32][cH:33][cH:34][cH:35]5)[C:30]4=[O:31])[CH2:15][CH2:16]3)[n:7][nH:8][c:9]2[cH:10]1. Run in C1CCOC1 (THF). Reaction conditions: temperature 160 celsius. Reactants: C1(=CC=CC=C1)S(=O)(=O)CC1=CC=C(C(=C1C(=O)OCC)OC)Br (ethyl 6-(benzenesulphonylmethyl)-3-bromo-2-methoxybenzoate), C1(=CC=CC=C1)S(=O)(=O)CC1=CC=C(C(=C1C(=O)OCC)OC)Br (ethyl 6-(benzenesulphonylmethyl)-3-bromo-2-methoxybenzoate), palladium chloride dppf, C(Cl)Cl (DCM), [Br-].C(CC)[Zn+] (n-propyl zinc bromide). Yields the product C1(=CC=CC=C1)S(=O)(=O)CC1=CC=C(C(=C1C(=O)OCC)OC)CCC (ethyl 6-(benzenesulphonylmethyl)-2-methoxy-3-propylbenzoate). Reaction SMILES: [C:1]1([S:7]([CH2:10][C:11]2[C:16]([C:17]([O:19][CH2:20][CH3:21])=[O:18])=[C:15]([O:22][CH3:23])[C:14](Br)=[CH:13][CH:12]=2)(=[O:9])=[O:8])[CH:6]=[CH:5][CH:4]=[CH:3][CH:2]=1.C(Cl)Cl.[Br-].[CH2:29]([Zn+])[CH2:30][CH3:31]>C1COCC1.[Cu]I>[C:1]1([S:7]([CH2:10][C:11]2[C:16]([C:17]([O:19][CH2:20][CH3:21])=[O:18])=[C:15]([O:22][CH3:23])[C:14]([CH2:29][CH2:30][CH3:31])=[CH:13][CH:12]=2)(=[O:9])=[O:8])[CH:6]=[CH:5][CH:4]=[CH:3][CH:2]=1 |f:2.3|. The reagents and catalysts are [Cu]I (copper (I) iodide). Procedure details: A mixture of ethyl 6-(benzenesulphonylmethyl)-3-bromo-2-methoxybenzoate (Intermediate 61, 0.1 g), palladium chloride dppf adduct with DCM (0.01 g), copper (I) iodide (0.003 g) and n-propyl zinc bromide (0.5M solution in THF, 0.96 ml) in THF (0.5 ml) was stirred and heated in the microwave at 160° C. for 10 minutes. After cooling, the mixture was filtered and the filtrate was evaporated to dryness. The residue was purified by chromatography on silica, eluting with a mixture of ethyl acetate and c... The reactants are FC=1C=CC=C2C1C(=O)OC(N2)=O (6-Fluoro isatoic anhydride), C1(=C(C=CC=C1)N)N (1,2-phenylenediamine), C(C)(=O)O (acetic acid). Run in O (water). Conditions: temperature 115 celsius. Product: FC1=CC2=C(NC3=C(NC2=O)C=CC=C3)C=C1 (2-fluoro-10,11-dihydro-5H-dibenzo[b,e][1,4]diazepin-11-one). RXN SMILES: [F:1][C:2]1[CH:3]=C[CH:5]=[C:6]2NC(=O)OC(=O)[C:7]=12.[C:14]1([NH2:21])[CH:19]=[CH:18][CH:17]=[CH:16][C:15]=1[NH2:20].[C:22]([OH:25])(=O)[CH3:23]>O>[F:1][C:2]1[CH:7]=[CH:6][C:5]2[NH:20][C:15]3[CH:16]=[CH:17][CH:18]=[CH:19][C:14]=3[NH:21][C:22](=[O:25])[C:23]=2[CH:3]=1. Procedure: 6-Fluoro isatoic anhydride and 1,2-phenylenediamine were dissolved in acetic acid (80%) and the mixture heated at 115° C. for 2 hrs. The mixture was poured in water and extracted with ethyl acetate, washed with bicarbonate solution, dried and 2-fluoro-10,11-dihydro-5H-dibenzo[b,e][1,4]diazepin-11-one was isolated (93%) by evaporation of solvent. Starting materials: C(CCC)[Sn](C=1N(C=CC1)C)(CCCC)CCCC (2-tributylstannyl-1-methylpyrrole), BrC=1C(=C2C(N=C(O2)C2CC2)=C(C1C)C#N)F (6-Bromo-2-cyclopropyl-7-fluoro-5-methyl-1,3-benzoxazole-4-carbonitrile). The reagents and catalysts are Cl[Pd]([P](C1=CC=CC=C1)(C2=CC=CC=C2)C3=CC=CC=C3)([P](C4=CC=CC=C4)(C5=CC=CC=C5)C6=CC=CC=C6)Cl (bis(triphenylphosphine)palladium(II) dichloride), C(C)(C)(C)C1(CC=CC(=C1O)C(C)(C)C)C (2,6-di-tert-butylcresol). Run in C1(=CC=CC=C1)C (toluene). Yields the product C1(CC1)C=1OC=2C(N1)=C(C(=C(C2F)C=2N(C=CC2)C)C)C#N (2-cyclopropyl-7-fluoro-5-methyl-6-(1-methyl-1H-pyrrol-2-yl)-1,3-benzoxazole-4-carbonitrile). Yield: 78.7%. As a reaction SMILES: Br[C:2]1[C:3]([F:17])=[C:4]2[O:8][C:7]([CH:9]3[CH2:11][CH2:10]3)=[N:6][C:5]2=[C:12]([C:15]#[N:16])[C:13]=1[CH3:14].C([Sn](CCCC)(CCCC)[C:23]1[N:24]([CH3:28])[CH:25]=[CH:26][CH:27]=1)CCC>C1(C)C=CC=CC=1.Cl[Pd](Cl)([P](C1C=CC=CC=1)(C1C=CC=CC=1)C1C=CC=CC=1)[P](C1C=CC=CC=1)(C1C=CC=CC=1)C1C=CC=CC=1.C(C1(C)C(O)=C(C(C)(C)C)C=CC1)(C)(C)C>[CH:9]1([C:7]2[O:8][C:4]3[C:5](=[C:12]([C:15]#[N:16])[C:13]([CH3:14])=[C:2]([C:23]4[N:24]([CH3:28])[CH:25]=[CH:26][CH:27]=4)[C:3]=3[F:17])[N:6]=2)[CH2:11][CH2:10]1 |^1:46,65|. Procedure: 6-Bromo-2-cyclopropyl-7-fluoro-5-methyl-1,3-benzoxazole-4-carbonitrile (I-77) (200 mg, 0.68 mmol) was dissolved in toluene (4 ml), then 2-tributylstannyl-1-methylpyrrole (300 mg, 0.81 mmol) and 2,6-di-tert-butylcresol (2 mg) and bis(triphenylphosphine)palladium(II) dichloride (24 mg, 0.03 mmol) were added, followed by heating under reflux for 19 hours under nitrogen atmosphere. The reaction liquid was cooled, the insoluble matter was separated by filtration through Celite, the solvent was concen... The reactants are C(C=C)(=O)[C-]1C=CC=C1.[CH-]1C=CC=C1.[Fe+2] (acryloyl ferrocene), C1(CCCCC1)S (cyclohexylmercaptan). The solvent is C(C)O (ethanol), C(Cl)(Cl)Cl (chloroform). Yields the product C1(CCCCC1)SCCC(=O)[C-]1C=CC=C1.[CH-]1C=CC=C1.[Fe+2] (3-(Cyclohexylthio)propionyl ferrocene). As a reaction SMILES: [C:1]([C-:5]1[CH:9]=[CH:8][CH:7]=[CH:6]1)(=[O:4])[CH:2]=[CH2:3].[CH-:10]1[CH:14]=[CH:13][CH:12]=[CH:11]1.[Fe+2:15].[CH:16]1([SH:22])[CH2:21][CH2:20][CH2:19][CH2:18][CH2:17]1>C(O)C.C(Cl)(Cl)Cl>[CH:16]1([S:22][CH2:3][CH2:2][C:1]([C-:5]2[CH:9]=[CH:8][CH:7]=[CH:6]2)=[O:4])[CH2:21][CH2:20][CH2:19][CH2:18][CH2:17]1.[CH-:10]1[CH:14]=[CH:13][CH:12]=[CH:11]1.[Fe+2:15] |f:0.1.2,6.7.8|. Procedure details: A solution of acryloyl ferrocene (2.16g) and cyclohexylmercaptan (1.16g) in ethanol (50 ml) was set aside at ambient temperature for 24 hours. Evaporation of the ethanol gave an oil which was dissolved in chloroform (100 ml). The chloroform solution was washed successively with aqueous sodium hydroxide and water, dried over sodium sulphate and evaporated affording crude product. This was chromatographed through a silica-gel column (66g) using initially 1% ethyl acetate/petroleum ether (60°-80°) ...